This data is from the Open Reaction Database (ORD), a public repository of structured organic reaction records. The task is: describe an organic reaction: reactants, conditions, products, and yield Starting materials: ClC1=C(C=C(C=C1)Cl)N(N)C(C1=CC=CC=C1)=O (benzoic acid (2,5-dichlorophenyl)hydrazide), C1(=CC=CC=C1)O (phenol), C(Cl)(Cl)(Cl)Cl (carbon tetrachloride), P(Cl)(Cl)(Cl)(Cl)Cl (phosphorus pentachloride), Cl (hydrogen chloride), C(Cl)(Cl)(Cl)Cl (carbon tetrachloride). Yields the product ClC1=C(C=C(C=C1)Cl)NN=C(C1=CC=CC=C1)Cl (benzoyl chloride (2,5-dichlorophenyl)hydrazone). Reaction SMILES: [Cl:1][C:2]1[CH:7]=[CH:6][C:5]([Cl:8])=[CH:4][C:3]=1[N:9](C(=O)C1C=CC=CC=1)[NH2:10].P(Cl)(Cl)(Cl)(Cl)Cl.Cl.[C:26]1(O)[CH:31]=[CH:30][CH:29]=[CH:28][CH:27]=1.[C:33](Cl)(Cl)(Cl)[Cl:34]>>[Cl:1][C:2]1[CH:7]=[CH:6][C:5]([Cl:8])=[CH:4][C:3]=1[NH:9][N:10]=[C:33]([Cl:34])[C:26]1[CH:31]=[CH:30][CH:29]=[CH:28][CH:27]=1. Procedure details: A quantity (16.87 g., 0.06 mole) benzoic acid (2,5-dichlorophenyl)hydrazide (Preparation II, above) was added to a solution of 12.50 g. (0.06 mole) phosphorus pentachloride in 50 ml. carbon tetrachloride, and the resulting suspension was allowed to react at 25° C. until evolution of hydrogen chloride gas slowed. The reaction mixture was then heated at the reflux temperature for 15 minutes, chilled in ice, and 17.8 g. (0.19 mole) phenol in 75 ml. carbon tetrachloride was added. After the reaction...